From a dataset of the Open Reaction Database (ORD), a public repository of structured organic reaction records. describe an organic reaction: reactants, conditions, products, and yield Reactants: NC1CCC(CC1)O (4-amino-cyclohexanol), BrCCCCBr (1,4-dibromo-butane). Product: N1(CCCC1)C1CCC(CC1)O (4-Pyrrolidino-cyclohexanol). As a reaction SMILES: [NH2:1][CH:2]1[CH2:7][CH2:6][CH:5]([OH:8])[CH2:4][CH2:3]1.Br[CH2:10][CH2:11][CH2:12][CH2:13]Br>>[N:1]1([CH:2]2[CH2:7][CH2:6][CH:5]([OH:8])[CH2:4][CH2:3]2)[CH2:13][CH2:12][CH2:11][CH2:10]1. Reported procedure: Prepared from 4-amino-cyclohexanol and 1,4-dibromo-butane. Starting materials: NC1=CC=C(OC2=CC(=NC=C2)NC(=O)C2CC2)C=C1 (N-[4-(4-aminophenoxy)-2-pyridyl]cyclopropanecarboxamide), O(C1=CC=CC=C1)C(=O)NC=1C=C(OCC2CN(C2)C(=O)OC(C)(C)C)C=C(C1)C(F)(F)F (tert-butyl 3-[[3-(phenoxycarbonylamino)-5-(trifluoromethyl)phenoxy]methyl]-azetidine-1-carboxylate), CCN(C(C)C)C(C)C (DIEA). The solvent is C1CCOC1 (THF). Reaction conditions: temperature 70 celsius, time 12 hour. The product is C1(CC1)C(=O)NC1=NC=CC(=C1)OC1=CC=C(C=C1)NC(=O)NC=1C=C(OCC2CN(C2)C(=O)OC(C)(C)C)C=C(C1)C(F)(F)F (tert-butyl 3-[[3-[[4-[[2-(cyclopropanecarbonylamino)-4-pyridyl]oxy]phenyl]carbamoylamino]-5-(t rifluoromethyl)phenoxy]methyl]azetidine-1-carboxylate). Isolated yield 52.7%. RXN SMILES: [NH2:1][C:2]1[CH:20]=[CH:19][C:5]([O:6][C:7]2[CH:12]=[CH:11][N:10]=[C:9]([NH:13][C:14]([CH:16]3[CH2:18][CH2:17]3)=[O:15])[CH:8]=2)=[CH:4][CH:3]=1.[O:21]([C:28]([NH:30][C:31]1[CH:32]=[C:33]([CH:47]=[C:48]([C:50]([F:53])([F:52])[F:51])[CH:49]=1)[O:34][CH2:35][CH:36]1[CH2:39][N:38]([C:40]([O:42][C:43]([CH3:46])([CH3:45])[CH3:44])=[O:41])[CH2:37]1)=O)C1C=CC=CC=1.CCN(C(C)C)C(C)C>C1COCC1>[CH:16]1([C:14]([NH:13][C:9]2[CH:8]=[C:7]([O:6][C:5]3[CH:19]=[CH:20][C:2]([NH:1][C:28]([NH:30][C:31]4[CH:32]=[C:33]([CH:47]=[C:48]([C:50]([F:53])([F:52])[F:51])[CH:49]=4)[O:34][CH2:35][CH:36]4[CH2:37][N:38]([C:40]([O:42][C:43]([CH3:46])([CH3:45])[CH3:44])=[O:41])[CH2:39]4)=[O:21])=[CH:3][CH:4]=3)[CH:12]=[CH:11][N:10]=2)=[O:15])[CH2:17][CH2:18]1. Procedure details: Dissolve N-[4-(4-aminophenoxy)-2-pyridyl]cyclopropanecarboxamide (200 mg, 0.74 mmol) and tert-butyl 3-[[3-(phenoxycarbonylamino)-5-(trifluoromethyl)phenoxy]methyl]-azetidine-1-carboxylate (415 mg, 0.89 mmol) in THF (10 mL), add DIEA (200 mg, 1.48 mmol), stir under N2 at 70° C. for 12 hrs. Concentrate under reduced pressure to give the crude product. Purification by chromatography (silica gel, EtOAc:PE=2:1) affords the title compound (250 mg, 52.4%). MS: (M+1): 642.3. Starting materials: [H-].[H-].[H-].[H-].[Li+].[Al+3] (LiAlH4), C1CCOC1 (THF), ice, C(=O)(O)CC1=CC(=NN1)NC(=O)CCC (5-Carboxymethyl-3-(2-methyl(ethyl)carbonylamino)pyrazole), C1CCOC1 (THF), Cl (HCl), ice. Conditions: temperature 0 celsius, time 6.5 hour. Yields the product OCC1=CC(=NN1)NC(=O)CCC (5-Hydroxymethyl-3-(2-methyl(ethyl)carbonylamino)pyrazole). Isolated yield 15.0%. Reaction SMILES: C([CH2:4][C:5]1[NH:9][N:8]=[C:7]([NH:10][C:11]([CH2:13][CH2:14][CH3:15])=[O:12])[CH:6]=1)(O)=O.[H-].[H-].[H-].[H-].[Li+].[Al+3].Cl.C1C[O:26]CC1>>[OH:26][CH2:4][C:5]1[NH:9][N:8]=[C:7]([NH:10][C:11]([CH2:13][CH2:14][CH3:15])=[O:12])[CH:6]=1 |f:1.2.3.4.5.6|. Reported procedure: A solution of 787 mg of crude XII in 10 ml of dry THF was cooled to 0° C. in an ice bath. To this mixture was added 14 ml of 1 M LiAlH4 in THF while maintaining the temperature at 0° C. The reaction was allowed to stir at 0° C. for 6.5 hours at which point the solution was poured over 100 g of crushed ice. Once the ice had melted, the solution was brought to pH 7 by addition of HCl. The water layer was filtered to remove aluminum salts and the filtrate was extracted three times with 75 ml of eth... The reactants are CS(=O)(=O)C1=CC=C(C=C1)CS(=O)(=O)Cl ((4-methanesulfonyl-phenyl)-methanesulfonyl chloride), NC=1SC=CN1 (2-aminothiazole). Solvent: N1=CC=CC=C1 (pyridine). Conditions: time 48 hour. The product is CS(=O)(=O)C1=CC=C(C=C1)CS(=O)(=O)NC=1SC=CN1 (C-(4-methanesulfonyl-phenyl)-N-thiazol-2-yl-methanesulfonamide). Reaction SMILES: [CH3:1][S:2]([C:5]1[CH:10]=[CH:9][C:8]([CH2:11][S:12](Cl)(=[O:14])=[O:13])=[CH:7][CH:6]=1)(=[O:4])=[O:3].[NH2:16][C:17]1[S:18][CH:19]=[CH:20][N:21]=1>N1C=CC=CC=1>[CH3:1][S:2]([C:5]1[CH:10]=[CH:9][C:8]([CH2:11][S:12]([NH:16][C:17]2[S:18][CH:19]=[CH:20][N:21]=2)(=[O:14])=[O:13])=[CH:7][CH:6]=1)(=[O:4])=[O:3]. Procedure details: To the solution of the title B compound, (4-methanesulfonyl-phenyl)-methanesulfonyl chloride (1.86 mmol, 0.5 g) in 5 mL of pyridine is added 2-aminothiazole (2.5 mmol, 0.25 g) and the mixture is stirred for 48 h. The reaction mixture is quenched with aqueous 1 N HCl and the product is taken up in EtOAc, dried and concentrated to afford C-(4-methanesulfonyl-phenyl)-N-thiazol-2-yl-methanesulfonamide. Starting materials: CCCCCCCCCCCCCCCCCCN, O=[N+]([O-])c1ccc(F)c([N+](=O)[O-])c1. The product is CCCCCCCCCCCCCCCCCCNc1ccc([N+](=O)[O-])cc1[N+](=O)[O-]. As a reaction SMILES: [CH2:14]([CH2:15][CH2:16][CH2:17][CH2:18][CH2:19][CH2:20][CH2:21][CH2:22][CH2:23][CH2:24][CH2:25][CH2:26][CH2:27][CH2:28][CH2:29][CH2:30][CH3:31])[NH2:32].[N+:1](=[O:2])([O-:3])[c:4]1[c:5]([F:13])[cH:6][cH:7][c:8]([N+:10](=[O:11])[O-:12])[cH:9]1>>[N+:1](=[O:2])([O-:3])[c:4]1[c:5]([NH:32][CH2:14][CH2:15][CH2:16][CH2:17][CH2:18][CH2:19][CH2:20][CH2:21][CH2:22][CH2:23][CH2:24][CH2:25][CH2:26][CH2:27][CH2:28][CH2:29][CH2:30][CH3:31])[cH:6][cH:7][c:8]([N+:10](=[O:11])[O-:12])[cH:9]1. Product: O=C(O)Cc1cccc2cnccc12. Reactants: [Na+], [OH-], O, O=S(=O)(O)O, CCOC(=O)Cc1cccc2cnccc12. RXN SMILES: [Na+:18].[OH-:17].[OH2:19].[S:20](=[O:21])(=[O:22])([OH:23])[OH:24].[cH:1]1[n:2][cH:3][cH:4][c:5]2[c:6]([CH2:11][C:12](=[O:13])[O:14][CH2:15][CH3:16])[cH:7][cH:8][cH:9][c:10]12>>[cH:1]1[n:2][cH:3][cH:4][c:5]2[c:6]([CH2:11][C:12](=[O:13])[OH:14])[cH:7][cH:8][cH:9][c:10]12. Reactants: ClN1C(CCC1=O)=O (N-chlorosuccinimide), S1C=C(C=C1)C#N (thiophene-3-carbonitrile), HClO4, C(=O)([O-])[O-].[K+].[K+] (K2CO3). Solvent: CCCCCC (hexane). Reaction conditions: time 8 hour. Yields the product Cl.ClC1=CC(=CS1)CN ((5-Chlorothiophen-3-yl)methanamine hydrochloride). As a reaction SMILES: [Cl:1]N1C(=O)CCC1=O.[S:9]1[CH:13]=[CH:12][C:11]([C:14]#[N:15])=[CH:10]1.C([O-])([O-])=O.[K+].[K+]>CCCCCC>[ClH:1].[Cl:1][C:13]1[S:9][CH:10]=[C:11]([CH2:14][NH2:15])[CH:12]=1 |f:2.3.4,6.7|. Procedure details: To a solution of N-chlorosuccinimide (1.0 eq, 12.2 g) in hexane (100 mL) were added thiophene-3-carbonitrile (10 g, 91.6 mmol) and 70% HClO4 (1 mol %, 0.1 mL). The reaction mixture was stirred overnight at room temperature and subsequently K2CO3 was added. Removal of the solids and the volatiles afforded the crude product as a yellow oil. (This was a mixture of starting material: desired product: wrong isomer: dichlorinated 48%:26%:19%:6%.) Purification twice by column chromatography afforded 5-... The reactants are OC1=C(C(=NC=2N1N=C(C2)C2=CC=1CCCCC1C=C2)C)CC(=O)OC (methyl 2-(7-hydroxy-5-methyl-2-(5,6,7,8-tetrahydronaphthalen-2-yl)pyrazolo[1,5-a]pyrimidin-6-yl)acetate), P(=O)(Cl)(Cl)Cl (phosphoryl trichloride). Reaction conditions: time 30 minute. Yields the product ClC1=C(C(=NC=2N1N=C(C2)C2=CC=1CCCCC1C=C2)C)CC(=O)OC (methyl 2-(7-chloro-5-methyl-2-(5,6,7,8-tetrahydronaphthalen-2-yl)pyrazolo[1,5-a]pyrimidin-6-yl)acetate). Isolated yield 63.3%. RXN SMILES: O[C:2]1[N:7]2[N:8]=[C:9]([C:11]3[CH:20]=[CH:19][C:18]4[CH2:17][CH2:16][CH2:15][CH2:14][C:13]=4[CH:12]=3)[CH:10]=[C:6]2[N:5]=[C:4]([CH3:21])[C:3]=1[CH2:22][C:23]([O:25][CH3:26])=[O:24].P(Cl)(Cl)([Cl:29])=O>>[Cl:29][C:2]1[N:7]2[N:8]=[C:9]([C:11]3[CH:20]=[CH:19][C:18]4[CH2:17][CH2:16][CH2:15][CH2:14][C:13]=4[CH:12]=3)[CH:10]=[C:6]2[N:5]=[C:4]([CH3:21])[C:3]=1[CH2:22][C:23]([O:25][CH3:26])=[O:24]. Procedure details: A mixture of methyl 2-(7-hydroxy-5-methyl-2-(5,6,7,8-tetrahydronaphthalen-2-yl)pyrazolo[1,5-a]pyrimidin-6-yl)acetate (8.4 g, 23.90 mmol) and phosphoryl trichloride (10.94 ml, 120 mmol) was refluxed for 4 h. Then, cooled, concentrated and the dark residue was taken up in EtOAc (500 mL) and stirred with ice-water for 30 min. Aqueous layer separated and organic layer washed with water (2×50 mL). The combine aqueous layers extracted with EtOAc (100 mL) and the combined organic layers washed with bri... Starting materials: FC1=C(C=C(C=C1)[N+](=O)[O-])C(F)(F)F (2-Fluoro-5-nitrobenzotrifluoride), N(CCO)CCO (diethanolamine). Solvent: CS(=O)C (DMSO). Reaction conditions: temperature 140 celsius. Yields the product FC(C=1C=C(C=CC1N(CCO)CCO)[N+](=O)[O-])(F)F (3-Trifluoromethyl-4-[N,N-bis(2-hydroxyethyl)amino]nitrobenzene), powder. Yield: 8.0%. As a reaction SMILES: F[C:2]1[CH:7]=[CH:6][C:5]([N+:8]([O-:10])=[O:9])=[CH:4][C:3]=1[C:11]([F:14])([F:13])[F:12].[NH:15]([CH2:19][CH2:20][OH:21])[CH2:16][CH2:17][OH:18]>CS(C)=O>[F:12][C:11]([F:14])([F:13])[C:3]1[CH:4]=[C:5]([N+:8]([O-:10])=[O:9])[CH:6]=[CH:7][C:2]=1[N:15]([CH2:19][CH2:20][OH:21])[CH2:16][CH2:17][OH:18]. Procedure: 2-Fluoro-5-nitrobenzotrifluoride (5.0 g; 23.9 mmol) and 6.0 g (57.1 mmol) of diethanolamine were dissolved solved in 30 ml of DMSO, followed by stirring under heat at 140° C. for 5 hours. The reaction mixture was extracted with ethyl acetate and the extract was then dried over magnesium sulfate. The brown oil so obtained was purified by chromatography on a silica gel column (chloroform/ methanol=10/1), whereby 565 mg of the title compound were obtained as yellow powder (yield: 8%). The reactants are C=CCC(C=CCCCCC)O (1,5-undecadien-4-ol), C(C)(=O)OC(C)=O (acetic acid anhydride). Yields the product C(C)(=O)OC(CC=C)C=CCCC (1,5-Nonadien-4-yl acetate). Yield: 75.0%. RXN SMILES: [CH2:1]=[CH:2][CH2:3][CH:4]([OH:12])[CH:5]=[CH:6][CH2:7][CH2:8][CH2:9]CC.[C:13](OC(=O)C)(=[O:15])[CH3:14]>>[C:13]([O:12][CH:4]([CH:5]=[CH:6][CH2:7][CH2:8][CH3:9])[CH2:3][CH:2]=[CH2:1])(=[O:15])[CH3:14]. Procedure details: 36 g of 1,5-undecadien-4-ol is stirred and heated to reflux with 32.6 g of acetic acid anhydride for 1 hour. The excess anhydride and the resulting acetic acid are removed by distillation under reduced pressure. The residue is fractionated. Yield: 33.8 g (76%) 1,5-undecadien-4-yl acetate; b.p. 70°-80° C/2 Torr; n20D = 1.4468. 1,5-Nonadien-4-yl acetate was prepared in a similar way; yield: 75%; b.p. 85° C/10 Torr; n22D = 1.4403.